This data is from the Open Reaction Database (ORD), a public repository of structured organic reaction records. The task is: describe an organic reaction: reactants, conditions, products, and yield Starting materials: BrC1=C(C=CC(=C1)F)C1N=C(NC(=C1C(=O)OCC)CBr)C=1SC(=CN1)C(F)(F)F (Ethyl 4-(2-bromo-4-fluorophenyl)-6-(bromomethyl)-2-(5-(trifluoromethyl)thiazol-2-yl)-1,4-dihydropyrimidine-5-carboxylate), Cl.N1C(COCC1)CO (morpholin-3-ylmethanol hydrochloride). The product is BrC1=C(C=CC(=C1)F)C1N=C(NC(=C1C(=O)OCC)CN1C(COCC1)CO)C=1SC(=CN1)C(F)(F)F (Ethyl 4-(2-bromo-4-fluorophenyl)-6-((3-(hydroxymethyl)morpholino)methyl)-2-(5-(trifluoromethyl)thiazol-2-yl)-1,4-dihydropyrimidine-5-carboxylate). Yield: 43.1%. Reaction SMILES: [Br:1][C:2]1[CH:7]=[C:6]([F:8])[CH:5]=[CH:4][C:3]=1[CH:9]1[C:14]([C:15]([O:17][CH2:18][CH3:19])=[O:16])=[C:13]([CH2:20]Br)[NH:12][C:11]([C:22]2[S:23][C:24]([C:27]([F:30])([F:29])[F:28])=[CH:25][N:26]=2)=[N:10]1.Cl.[NH:32]1[CH2:37][CH2:36][O:35][CH2:34][CH:33]1[CH2:38][OH:39]>>[Br:1][C:2]1[CH:7]=[C:6]([F:8])[CH:5]=[CH:4][C:3]=1[CH:9]1[C:14]([C:15]([O:17][CH2:18][CH3:19])=[O:16])=[C:13]([CH2:20][N:32]2[CH2:37][CH2:36][O:35][CH2:34][CH:33]2[CH2:38][OH:39])[NH:12][C:11]([C:22]2[S:23][C:24]([C:27]([F:30])([F:29])[F:28])=[CH:25][N:26]=2)=[N:10]1 |f:1.2|. Procedure details: Ethyl 4-(2-bromo-4-fluorophenyl)-6-(bromomethyl)-2-(5-(trifluoromethyl)thiazol-2-yl)-1,4-dihydropyrimidine-5-carboxylate (0.74 g, 1.3 mmol) was reacted with morpholin-3-ylmethanol hydrochloride (0.23 g, 1.5 mmol) according to the procedure as described in Example 25, Step B to give the title compound as a yellowish solid (0.34 g, 43%). The compound was characterized by the following spectroscopic data: The reactants are CCc1ccc(Br)s1, C1CCOC1, COc1cccc2oc([Sn](C)(C)C)cc12, CCOC(C)=O. The product is CCc1ccc(-c2cc3c(OC)cccc3o2)s1. As a reaction SMILES: [Br:16][c:17]1[s:18][c:19]([CH2:22][CH3:23])[cH:20][cH:21]1.[CH2:30]1[O:31][CH2:32][CH2:33][CH2:34]1.[CH3:1][O:2][c:3]1[cH:4][cH:5][cH:6][c:7]2[o:8][c:9]([Sn:12]([CH3:13])([CH3:14])[CH3:15])[cH:10][c:11]12.[CH3:24][CH2:25][O:26][C:27](=[O:28])[CH3:29]>>[CH3:1][O:2][c:3]1[cH:4][cH:5][cH:6][c:7]2[o:8][c:9](-[c:17]3[s:18][c:19]([CH2:22][CH3:23])[cH:20][cH:21]3)[cH:10][c:11]12. Starting materials: C(C)N(S(=O)(=O)C1=CC=C(C=C1)C)C1=CC(=CC=C1)C1=CC=NC=2N1N=CC2C(=O)C=2OC=CC2 (N-ethyl-N-[3-[3-(2-furanylcarbonyl)pyrazolo[1,5-a]pyrimidin-7-yl]phenyl]-4-methylbenzenesulfonamide), S(O)(O)(=O)=O (sulfuric acid), [OH-].[NH4+] (ammonium hydroxide). Solvent: O (water). The product is C(C)NC=1C=C(C=CC1)C1=CC=NC=2N1N=CC2C(=O)C=2OC=CC2 ([7-[3-(Ethylamino)phenyl]pyrazolo[1,5-a]pyrimidin-3-yl]-2-furanylmethanone). Reaction SMILES: [CH2:1]([N:3]([C:14]1[CH:19]=[CH:18][CH:17]=[C:16]([C:20]2[N:25]3[N:26]=[CH:27][C:28]([C:29]([C:31]4[O:32][CH:33]=[CH:34][CH:35]=4)=[O:30])=[C:24]3[N:23]=[CH:22][CH:21]=2)[CH:15]=1)S(C1C=CC(C)=CC=1)(=O)=O)[CH3:2].S(=O)(=O)(O)O.[OH-].[NH4+]>O>[CH2:1]([NH:3][C:14]1[CH:15]=[C:16]([C:20]2[N:25]3[N:26]=[CH:27][C:28]([C:29]([C:31]4[O:32][CH:33]=[CH:34][CH:35]=4)=[O:30])=[C:24]3[N:23]=[CH:22][CH:21]=2)[CH:17]=[CH:18][CH:19]=1)[CH3:2] |f:2.3|. Procedure details: A 10.7 g portion of N-ethyl-N-[3-[3-(2-furanylcarbonyl)pyrazolo[1,5-a]pyrimidin-7-yl]phenyl]-4-methylbenzenesulfonamide was added to a mixture of 90 ml of water and 210 ml of concentrated sulfuric acid. This mixture was heated to 140°-145° C., allowed to cool slowly to room temperature, then cooled to -10° C., poured onto ice, made basic with 550 ml of concentrated ammonium hydroxide and cooled to 0° C. This mixture was extracted with dichloromethane. The extract was passed through hydrous magne... The reactants are O=C(Cl)Cl, C1CC1, ClCCl, CCc1nc2ccccc2n1-c1nc(N2CCOCC2)c2nc(CC3CNC3)n(C)c2n1. Product: CCc1nc2ccccc2n1-c1nc(N2CCOCC2)c2nc(CC3CN(C(=O)C4CC4)C3)n(C)c2n1. Reaction SMILES: [C:33](=[O:34])([Cl:35])[Cl:36].[CH2:37]1[CH2:38][CH2:39]1.[Cl:40][CH2:41][Cl:42].[NH:1]1[CH2:2][CH:3]([CH2:5][c:6]2[n:7]([CH3:32])[c:8]3[n:9][c:10](-[n:21]4[c:22]([CH2:30][CH3:31])[n:23][c:24]5[c:25]4[cH:26][cH:27][cH:28][cH:29]5)[n:11][c:12]([N:15]4[CH2:16][CH2:17][O:18][CH2:19][CH2:20]4)[c:13]3[n:14]2)[CH2:4]1>>[N:1]1([C:33](=[O:34])[CH:37]2[CH2:38][CH2:39]2)[CH2:2][CH:3]([CH2:5][c:6]2[n:7]([CH3:32])[c:8]3[n:9][c:10](-[n:21]4[c:22]([CH2:30][CH3:31])[n:23][c:24]5[c:25]4[cH:26][cH:27][cH:28][cH:29]5)[n:11][c:12]([N:15]4[CH2:16][CH2:17][O:18][CH2:19][CH2:20]4)[c:13]3[n:14]2)[CH2:4]1. Reactants: N1(C2=C(C=C1)CC1=CC=CC=C12)CCNC(C)=O (N-[2-(1,4-dihydro-indeno[1,2-b]pyrrol-1-yl)-ethyl]-acetamide), [OH-].[K+] (potassium hydroxide), C(CO)O.O (ethylene glycol water), [Cl-].[Na+] (sodium chloride). The solvent is COC(C)(C)C (tert.-butyl methyl ether). Product: C(\C=C\C(=O)O)(=O)O.N1(C2=C(C=C1)CC1=CC=CC=C12)CCN (2-(1,4-dihydro-indeno[1,2-b]pyrrol-1-yl)-ethylamine fumarate). The yield is 53.0%. Reaction SMILES: [N:1]1([CH2:13][CH2:14][NH:15][C:16](=[O:18])[CH3:17])[CH:5]=[CH:4][C:3]2[CH2:6][C:7]3[C:12]([C:2]1=2)=[CH:11][CH:10]=[CH:9][CH:8]=3.[OH-:19].[K+].[Cl-].[Na+].[CH2:23]([OH:26])[CH2:24]O.[OH2:27]>COC(C)(C)C>[C:16]([OH:18])(=[O:27])/[CH:17]=[CH:24]/[C:23]([OH:26])=[O:19].[N:1]1([CH2:13][CH2:14][NH2:15])[CH:5]=[CH:4][C:3]2[CH2:6][C:7]3[C:12]([C:2]1=2)=[CH:11][CH:10]=[CH:9][CH:8]=3 |f:1.2,3.4,5.6,8.9|. Procedure details: 385 mg of N-[2-(1,4-dihydro-indeno[1,2-b]pyrrol-1-yl)-ethyl]-acetamide were heated to 140° for 22 hours under argon in 6 ml of ethylene glycol/water 2:1 in the presence of 540 mg of potassium hydroxide. The mixture was left to cool and was treated with 20 ml of semi-saturated sodium chloride solution. The mixture was extracted three times with diethyl ether and the combined extracts were dried over sodium sulfate, filtered and evaporated. The brown oil was dissolved in 5 ml of methanol and treat... Starting materials: CCOC(C)=O, CC(C)OC(C)C, ClCCl, O=C(Cl)c1ccc(F)cc1, NC(c1ccccc1)c1ccccc1, O, c1ccncc1. Product: O=C(NC(c1ccccc1)c1ccccc1)c1ccc(F)cc1. RXN SMILES: [CH3:41][CH2:42][O:43][C:44](=[O:45])[CH3:46].[CH:31]([O:32][CH:33]([CH3:34])[CH3:35])([CH3:36])[CH3:37].[Cl:38][CH2:39][Cl:40].[F:21][c:22]1[cH:23][cH:24][c:25]([C:26](=[O:27])[Cl:28])[cH:29][cH:30]1.[NH2:1][CH:2]([c:3]1[cH:4][cH:5][cH:6][cH:7][cH:8]1)[c:9]1[cH:10][cH:11][cH:12][cH:13][cH:14]1.[OH2:47].[cH:15]1[cH:16][cH:17][n:18][cH:19][cH:20]1>>[NH:1]([CH:2]([c:3]1[cH:4][cH:5][cH:6][cH:7][cH:8]1)[c:9]1[cH:10][cH:11][cH:12][cH:13][cH:14]1)[C:26]([c:25]1[cH:24][cH:23][c:22]([F:21])[cH:30][cH:29]1)=[O:27]. Starting materials: CCN=C=O, [Na+], [OH-], O=C(O)C1CCCN1C(=O)CCS, c1ccncc1. The product is CCNC(=O)SCCC(=O)N1CCCC1C(=O)O. RXN SMILES: [CH2:1]([CH3:2])[N:3]=[C:4]=[O:5].[Na+:20].[OH-:19].[SH:6][CH2:7][CH2:8][C:9](=[O:10])[N:11]1[CH:12]([C:13](=[O:14])[OH:15])[CH2:16][CH2:17][CH2:18]1.[cH:21]1[cH:22][cH:23][n:24][cH:25][cH:26]1>>[CH2:1]([CH3:2])[NH:3][C:4](=[O:5])[S:6][CH2:7][CH2:8][C:9](=[O:10])[N:11]1[CH:12]([C:13](=[O:14])[OH:15])[CH2:16][CH2:17][CH2:18]1. Reactants: COC=1C=CC=2N(C3=CC=C(C=C3SC2C1C=O)OC)C (3,7-dimethoxy-10-methyl-phenothiazine-4-carbaldehyde), COCCOCCl (2-methoxy-ethoxymethyl chloride), ice water, [BH4-].[Li+] (lithium borohydride), COC=1C=CC=2N(C3=CC=C(C=C3SC2C1CO)OC)C (3,7-dimethoxy-10-methylphenothiazine-4-methanol). Solvent: O1CCCC1 (tetrahydrofuran), O1CCCC1 (tetrahydrofuran), C(CCC)[Li] (n-butyllithium). Conditions: time 2 hour. The product is COC=1C=CC=2N(C3=CC=C(C=C3SC2C1COCOCCOC)OC)C (3,7-dimethoxy-4-(2-methoxy-ethoxymethoxymethyl)-10-methyl-phenothiazine). Isolated yield 84.5%. RXN SMILES: [CH3:1][O:2][C:3]1[CH:4]=[CH:5][C:6]2[N:7]([CH3:21])[C:8]3[C:13]([S:14][C:15]=2[C:16]=1[CH:17]=[O:18])=[CH:12][C:11]([O:19][CH3:20])=[CH:10][CH:9]=3.[BH4-].[Li+].COC1C=CC2N(C)C3C(SC=2C=1CO)=CC(OC)=CC=3.[CH3:45][O:46][CH2:47][CH2:48][O:49][CH2:50]Cl>O1CCCC1.C([Li])CCC>[CH3:1][O:2][C:3]1[CH:4]=[CH:5][C:6]2[N:7]([CH3:21])[C:8]3[C:13]([S:14][C:15]=2[C:16]=1[CH2:17][O:18][CH2:45][O:46][CH2:47][CH2:48][O:49][CH3:50])=[CH:12][C:11]([O:19][CH3:20])=[CH:10][CH:9]=3 |f:1.2|. Procedure details: A solution of 1.90 g (6.32 mmol) of 3,7-dimethoxy-10-methyl-phenothiazine-4-carbaldehyde in 30 ml of tetrahydrofuran was reduced with 7.6 ml of lithium borohydride solution (1M in tetrahydrofuran) analogously to that described in Example 4.1.1.da. The resulting 3,7-dimethoxy-10-methylphenothiazine-4-methanol was dissolved in 20 ml of tetrahydrofuran, whereupon 4.36 ml of n-butyllithium solution (1.6M in hexane) were added at -78°. The reaction mixture was brought slowly to 0°, then treated with ... Starting materials: C(C)(C)(C)OC(N(C=1C=2N(C=CN1)C(=CN2)C2=NC(=NC=C2)SC)C(C)C)=O (Isopropyl-[3-(2-methylsulfanyl-pyrimidin-4-yl)-imidazo[1,2-a]pyrazin-8-yl]-carbamic acid tert-butyl ester), NC1CCOCC1 (4-amino-tetrahydropyran). Product: C(C)(C)NC=1C=2N(C=CN1)C(=CN2)C2=NC(=NC=C2)NC2CCOCC2 (Isopropyl-{3-[2-(tetrahydro-pyran-4-ylamino)-pyrimidin-4-yl]-imidazo[1,2-a]pyrazin-8-yl}-amine). As a reaction SMILES: C(OC(=O)[N:7]([CH:25]([CH3:27])[CH3:26])[C:8]1[C:9]2[N:10]([C:14]([C:17]3[CH:22]=[CH:21][N:20]=[C:19](SC)[N:18]=3)=[CH:15][N:16]=2)[CH:11]=[CH:12][N:13]=1)(C)(C)C.[NH2:29][CH:30]1[CH2:35][CH2:34][O:33][CH2:32][CH2:31]1>>[CH:25]([NH:7][C:8]1[C:9]2[N:10]([C:14]([C:17]3[CH:22]=[CH:21][N:20]=[C:19]([NH:29][CH:30]4[CH2:35][CH2:34][O:33][CH2:32][CH2:31]4)[N:18]=3)=[CH:15][N:16]=2)[CH:11]=[CH:12][N:13]=1)([CH3:26])[CH3:27]. Procedure: Isopropyl-{3-[2-(tetrahydro-pyran-4-ylamino)-pyrimidin-4-yl]-imidazo[1,2-a]pyrazin-8-yl}-amine was prepared by a process analogous to that described in Example 12 starting from isopropyl-[3-(2-methylsulfanyl-pyrimidin-4-yl)-imidazo[1,2-a]pyrazin-8-yl]-carbamic acid tert-butyl ester (from Example 11 supra), and 4-amino-tetrahydropyran. LC-MS: [M+H]+ 354.3.